This data is from the Open Reaction Database (ORD), a public repository of structured organic reaction records. The task is: describe an organic reaction: reactants, conditions, products, and yield Reported procedure: 1-Hydroxybenzotriazole (4.05 g) was added to a solution of 4-nitrophenyl acetic acid (5.4 g) in dimethylformamide (75 ml). L-Glutamic acid di tert-butyl ester (7.77 g) and then dicyclohexylcarbodiimide (6.2 g) were added to the mixture. The mixture was then stirred for 18 hr at ambient temperature. The mixture was filtered and the filtrate washed with saturated sodium bicarbonate solution, water and 0.5 m hydrochloric acid and then dried and evaporated to dryness. The residue was chromatographed... RXN SMILES: [OH:1][N:2]1C2C=CC=CC=2N=N1.[N+]([C:14]1[CH:19]=[CH:18][C:17]([CH2:20][C:21]([OH:23])=O)=[CH:16][CH:15]=1)([O-])=O.[C:24]([O:28][C:29](=[O:41])[C@H:30]([CH2:32][CH2:33][C:34]([O:36][C:37]([CH3:40])([CH3:39])[CH3:38])=[O:35])[NH2:31])([CH3:27])([CH3:26])[CH3:25].C1(N=C=NC2CCCCC2)CCCCC1.CN(C)C=[O:60]>>[N+:2]([CH:33]([C:34]([O:36][C:37]([CH3:40])([CH3:39])[CH3:38])=[O:35])[CH2:32][C@@H:30]([C:29]([O:28][C:24]([CH3:26])([CH3:27])[CH3:25])=[O:41])[NH:31][C:21]([CH2:20][C:17]1[CH:16]=[CH:15][CH:14]=[CH:19][CH:18]=1)=[O:23])([O-:1])=[O:60]. The product is [N+](=O)([O-])C(C[C@H](NC(=O)CC1=CC=CC=C1)C(=O)OC(C)(C)C)C(=O)OC(C)(C)C (di t-butyl 4-nitrobenzylcarbonyl-L-glutamate). The reactants are ON1N=NC2=C1C=CC=C2 (1-Hydroxybenzotriazole), [N+](=O)([O-])C1=CC=C(C=C1)CC(=O)O (4-nitrophenyl acetic acid), CN(C=O)C (dimethylformamide), C(C)(C)(C)OC([C@@H](N)CCC(=O)OC(C)(C)C)=O (L-Glutamic acid di tert-butyl ester), C1(CCCCC1)N=C=NC1CCCCC1 (dicyclohexylcarbodiimide). Yield: 77.0%. Run at time 18 hour.